This data is from the Open Reaction Database (ORD), a public repository of structured organic reaction records. The task is: describe an organic reaction: reactants, conditions, products, and yield Starting materials: BrB(Br)Br, CSC, COC(=O)c1cccc(-c2ccccc2OC)c1, ClCCl. Product: COC(=O)c1cccc(-c2ccccc2O)c1. RXN SMILES: [B:22]([Br:23])([Br:24])[Br:25].[CH3:19][S:20][CH3:21].[CH3:1][O:2][c:3]1[c:4](-[c:9]2[cH:10][c:11]([C:12](=[O:13])[O:14][CH3:15])[cH:16][cH:17][cH:18]2)[cH:5][cH:6][cH:7][cH:8]1.[Cl:26][CH2:27][Cl:28]>>[OH:2][c:3]1[c:4](-[c:9]2[cH:10][c:11]([C:12](=[O:13])[O:14][CH3:15])[cH:16][cH:17][cH:18]2)[cH:5][cH:6][cH:7][cH:8]1. Reactants: methyl ester, ClC1=C(OC2=CC=C(OC(C(=CC(=O)O)OC)C)C=C2)C=CC(=C1)C(F)(F)F (4-[4-(2-chloro-4-trifluoromethylphenoxy)phenoxy]-3-methoxy-2-pentenoic acid), Cl(=O)(=O)(=O)O (perchloric acid), C(Cl)Cl (methylene dichloride). Reaction conditions: time 4 day. The product is ClC1=C(OC2=CC=C(OC(C(CC(=O)OC)=O)C)C=C2)C=CC(=C1)C(F)(F)F (methyl 4-[4-(2-chloro-4-trifluoromethylphenoxy)phenoxy]-3-oxopentanoate). RXN SMILES: [Cl:1][C:2]1[CH:24]=[C:23]([C:25]([F:28])([F:27])[F:26])[CH:22]=[CH:21][C:3]=1[O:4][C:5]1[CH:20]=[CH:19][C:8]([O:9][CH:10]([CH3:18])[C:11]([O:16]C)=[CH:12][C:13]([OH:15])=[O:14])=[CH:7][CH:6]=1.Cl(O)(=O)(=O)=O.[CH2:34](Cl)Cl>>[Cl:1][C:2]1[CH:24]=[C:23]([C:25]([F:27])([F:26])[F:28])[CH:22]=[CH:21][C:3]=1[O:4][C:5]1[CH:20]=[CH:19][C:8]([O:9][CH:10]([CH3:18])[C:11](=[O:16])[CH2:12][C:13]([O:15][CH3:34])=[O:14])=[CH:7][CH:6]=1. Procedure: A mixture of the methyl ester of 4-[4-(2-chloro-4-trifluoromethylphenoxy)phenoxy]-3-methoxy-2-pentenoic acid (0.5 g), 35% aqueous perchloric acid (5 ml.) and methylene dichloride (5 ml.) is stirred at RT for 4 days. Then the solution is extracted with methylene dichloride. The combined extracts are washed, dried and evaporated. The residue is purified by prep. thin layer chromatography using 20% ethyl acetate/hexane to yield methyl 4-[4-(2-chloro-4-trifluoromethylphenoxy)phenoxy]-3-oxopentanoate... Starting materials: C1COCCO1, C1CCOC1, CC1(C)OB(c2ccc(NC(=O)NC3CC3)cc2)OC1(C)C, CC12COCCN1c1nc(Cl)ncc1N(C1CCS(=O)(=O)CC1)C2=O, [Na+], O=C([O-])O. As a reaction SMILES: [CH2:53]1[O:54][CH2:55][CH2:56][O:57][CH2:58]1.[CH2:59]1[O:60][CH2:61][CH2:62][CH2:63]1.[CH:26]1([NH:29][C:30](=[O:31])[NH:32][c:33]2[cH:34][cH:35][c:36]([B:39]3[O:40][C:41]([CH3:42])([CH3:43])[C:44]([CH3:45])([CH3:46])[O:47]3)[cH:37][cH:38]2)[CH2:27][CH2:28]1.[Cl:1][c:2]1[n:3][c:4]2[c:9]([cH:10][n:11]1)[N:8]([CH:12]1[CH2:13][CH2:14][S:15](=[O:18])(=[O:19])[CH2:16][CH2:17]1)[C:7](=[O:20])[C:6]1([CH3:25])[N:5]2[CH2:24][CH2:23][O:22][CH2:21]1.[Na+:52].[O-:48][C:49]([OH:50])=[O:51]>>[c:2]1(-[c:36]2[cH:35][cH:34][c:33]([NH:32][C:30]([NH:29][CH:26]3[CH2:27][CH2:28]3)=[O:31])[cH:38][cH:37]2)[n:3][c:4]2[c:9]([cH:10][n:11]1)[N:8]([CH:12]1[CH2:13][CH2:14][S:15](=[O:18])(=[O:19])[CH2:16][CH2:17]1)[C:7](=[O:20])[C:6]1([CH3:25])[N:5]2[CH2:24][CH2:23][O:22][CH2:21]1. The product is CC12COCCN1c1nc(-c3ccc(NC(=O)NC4CC4)cc3)ncc1N(C1CCS(=O)(=O)CC1)C2=O.